Dataset: the Open Reaction Database (ORD), a public repository of structured organic reaction records. Task: describe an organic reaction: reactants, conditions, products, and yield Isolated yield 65.0%. Reaction SMILES: [CH2:1]([C@H:4]1[O:6][C@@H:5]1[C:7]([O:9][CH2:10][CH3:11])=[O:8])[CH2:2][CH3:3].C(=O)([O-])O.[Na+].[C:17](#[N:19])[CH3:18]>>[CH3:18][C:17]1[O:6][C@H:5]([C:7]([O:9][CH2:10][CH3:11])=[O:8])[C@H:4]([CH2:1][CH2:2][CH3:3])[N:19]=1 |f:1.2|. The reactants are C(CC)[C@@H]1[C@H](O1)C(=O)OCC (ethyl (2S,3R)-3-propyl-2-oxiranecarboxylate), C(C)#N (Acetonitrile), C(O)([O-])=O.[Na+] (sodium hydrogencarbonate). Run at temperature 5 celsius, time 6 hour. Yields the product CC=1O[C@@H]([C@@H](N1)CCC)C(=O)OCC (ethyl (4S,5S)-2-methyl-4-propyl-4,5-dihydro-1,3-oxazole-5-carboxylate). Procedure details: Acetonitrile (5 ml) was added to ethyl (2S,3R)-3-propyl-2-oxiranecarboxylate (0.8 g, 5 mmol). The mixture was cooled to 5° C., and boron trifluoride diethyl ether complex (0.4 g, 5.5 mmol) was gradually added dropwise thereto. The mixture was stirred at room temperature for 6 hours, and then saturated aqueous solution of sodium hydrogencarbonate (15 ml) was added thereto. The mixture was concentrated, and was extracted with ethyl acetate (20 ml). The organic layer was washed twice with water (10... The reactants are BrC=1C=C2C=CN(C2=CC1)C(=O)OC(C)(C)C (t-Butyl 5-bromo-1H-indole-1-carboxylate), N1CCCC1 (pyrrolidine), C(=O)([O-])[O-].[Cs+].[Cs+] (Cs2CO3), N1[C@H](C(=O)O)CCC1 (L-proline). Reagents/catalysts: [Cu]I (CuI). Run in CS(=O)C (DMSO). Reaction conditions: temperature 95 celsius, time 18 hour. The product is N1(CCCC1)C=1C=C2C=CNC2=CC1 (5-(pyrrolidin-1-yl)-1H-indole). Isolated yield 383.5%. Reaction SMILES: Br[C:2]1[CH:3]=[C:4]2[C:8](=[CH:9][CH:10]=1)[N:7](C(OC(C)(C)C)=O)[CH:6]=[CH:5]2.C([O-])([O-])=O.[Cs+].[Cs+].[NH:24]1[CH2:31][CH2:30][CH2:29][C@H:25]1C(O)=O.N1CCCC1>[Cu]I.CS(C)=O>[N:24]1([C:2]2[CH:3]=[C:4]3[C:8](=[CH:9][CH:10]=2)[NH:7][CH:6]=[CH:5]3)[CH2:31][CH2:30][CH2:29][CH2:25]1 |f:1.2.3|. Procedure details: t-Butyl 5-bromo-1H-indole-1-carboxylate (200 mg, 0.68 mmol) was placed in a 10 mL sealed tube. Cs2CO3 (440 g, 1.35 mol) was then added, followed by CuI (13 mg, 0.07 mmol), L-proline (16 mg, 0.14 mmol), DMSO (3 mL), and pyrrolidine (480 g, 6.75 mol). After sparging with nitrogen, the resulting solution was stirred at 95° C. for 18 hours. The mixture was extracted with ethyl acetate (3×40 mL), and the organic layers were combined and washed with brine. The residue was purified by column chromatogr... The reactants are C(C1=CC=CC=C1)C1=CNC=C1 (3-benzylpyrrole), C=O (paraformaldehyde). The reagents and catalysts are C([O-])([O-])=O.[K+].[K+] (potassium carbonate). The solvent is O1CCCC1 (tetrahydrofuran). Conditions: temperature 50 celsius, time 4 hour. Yields the product C(C1=CC=CC=C1)C1=C(NC=C1)CO (3-benzyl-1-pyrrolylmethanol). The yield is 97.2%. As a reaction SMILES: [CH2:1]([C:8]1[CH:12]=[CH:11][NH:10][CH:9]=1)[C:2]1[CH:7]=[CH:6][CH:5]=[CH:4][CH:3]=1.[CH2:13]=[O:14]>C(=O)([O-])[O-].[K+].[K+].O1CCCC1>[CH2:1]([C:8]1[CH:12]=[CH:11][NH:10][C:9]=1[CH2:13][OH:14])[C:2]1[CH:3]=[CH:4][CH:5]=[CH:6][CH:7]=1 |f:2.3.4|. Reported procedure: 2.18 g (13.9 mmole) of 3-benzylpyrrole, 0.42 g (13.9 mmole) of paraformaldehyde and 0.07 g (0.5 mmole) of anhydrous potassium carbonate are mixed and stirred at 50° C. for 4 hours in the an atmosphere of nitrogen. Dry tetrahydrofuran is added to the reaction solution and filtered. The filtrate is concentrated to obtain 2.53 g of 3-benzyl-1-pyrrolylmethanol as a pale yellow liquid. Yield 97.3%. nD31.5 1.5837. The reactants are O=C(C=1C=CC=CC1)N(CCCCCC)CCCCCC. The reagents and catalysts are N=1C=CC(=CC1C=2N=CC=C(C2)C(C)(C)C)C(C)(C)C, O1B(OC(C)(C)C1(C)C)B2OC(C)(C)C(O2)(C)C, C[OH2+].C[OH2+].C1CC=CCCC=C1.C1CC=CCCC=C1.[Ir].[Ir]. Solvent: C=1C=C(C=CC1C)C. Reaction conditions: temperature 25 celsius, time 16 hour. The product is O=C(C=1C=CC=C(C1)B2OC(C)(C)C(O2)(C)C)N(CCCCCC)CCCCCC, O=C(C1=CC=C(C=C1)B2OC(C)(C)C(O2)(C)C)N(CCCCCC)CCCCCC. Isolated yield 23.0%. Starting materials: C(Cl)Cl (CH2Cl2), [SiH](C(C)C)(C(C)C)C(C)C (TIPSH), C(C1=CC=CC=C1)OC1=C(C(=O)OCC2=CC=CC=C2)C(=C(C(=N1)C1=CC=C2C3=C(NC2=C1)CN(CC3)C)CC)OCC3=CC=CC=C3 (benzyl 2,4-bis(benzyloxy)-5-ethyl-6-(2-methyl-2,3,4,9-tetrahydro-1H-pyrido[3,4-b]indol-7-yl)nicotinate). Run in C(=O)(C(F)(F)F)O (TFA). The product is C(C)C=1C(=C(C(NC1C1=CC=C2C3=C(NC2=C1)CN(CC3)C)=O)C(=O)O)O (5-ethyl-4-(hydroxy)-6-(2-methyl-2,3,4,9-tetrahydro-1H-pyrido[3,4-b]indol-7-yl)-2-oxo-1,2-dihydropyridine-3-carboxylic acid). The yield is 100.0%. RXN SMILES: C([O:8][C:9]1[N:24]=[C:23]([C:25]2[CH:33]=[C:32]3[C:28]([C:29]4[CH2:37][CH2:36][N:35]([CH3:38])[CH2:34][C:30]=4[NH:31]3)=[CH:27][CH:26]=2)[C:22]([CH2:39][CH3:40])=[C:21]([O:41]CC2C=CC=CC=2)[C:10]=1[C:11]([O:13]CC1C=CC=CC=1)=[O:12])C1C=CC=CC=1.C(Cl)Cl.[SiH](C(C)C)(C(C)C)C(C)C>C(O)(C(F)(F)F)=O>[CH2:39]([C:22]1[C:21]([OH:41])=[C:10]([C:11]([OH:13])=[O:12])[C:9](=[O:8])[NH:24][C:23]=1[C:25]1[CH:33]=[C:32]2[C:28]([C:29]3[CH2:37][CH2:36][N:35]([CH3:38])[CH2:34][C:30]=3[NH:31]2)=[CH:27][CH:26]=1)[CH3:40]. Procedure: The intermediate from Step 2 (19 mg, 0.030 mmol) was stirred in TFA (0.2 mL), CH2Cl2 (0.2 mL) and TIPSH (0.2 mL) at room temperature for 15 h. The solvents were removed and the residue was dissolved in CH2Cl2 (0.5 mL), then HCl (2.0M in Et2O, 1.0 mL) was added. The precipitate was collected by filtration and washed by ether to afford the title compound as an off-white solid (12 mg, 0.030 mmol, HCl salt) in 100% yield. Reactants: C(C)(=O)C1=CC(=C(C=C1)N1CCN(CC1)C(=O)C=1C=C(C(=O)O)C=CC1N1CCOCC1)F (3-[4-(4-Acetyl-2-fluoro-phenyl)-piperazine-1-carbonyl]-4-morpholin-4-yl-benzoic acid), CN (methylamine). Product: C(C)(=O)C1=CC(=C(C=C1)N1CCN(CC1)C(=O)C=1C=C(C(=O)NC)C=CC1N1CCOCC1)F (3-[4-(4-Acetyl-2-fluoro-phenyl)-piperazine-1-carbonyl]-N-methyl-4-morpholin-4-yl-benzamide). As a reaction SMILES: [C:1]([C:4]1[CH:9]=[CH:8][C:7]([N:10]2[CH2:15][CH2:14][N:13]([C:16]([C:18]3[CH:19]=[C:20]([CH:24]=[CH:25][C:26]=3[N:27]3[CH2:32][CH2:31][O:30][CH2:29][CH2:28]3)[C:21](O)=[O:22])=[O:17])[CH2:12][CH2:11]2)=[C:6]([F:33])[CH:5]=1)(=[O:3])[CH3:2].[CH3:34][NH2:35]>>[C:1]([C:4]1[CH:9]=[CH:8][C:7]([N:10]2[CH2:11][CH2:12][N:13]([C:16]([C:18]3[CH:19]=[C:20]([CH:24]=[CH:25][C:26]=3[N:27]3[CH2:28][CH2:29][O:30][CH2:31][CH2:32]3)[C:21]([NH:35][CH3:34])=[O:22])=[O:17])[CH2:14][CH2:15]2)=[C:6]([F:33])[CH:5]=1)(=[O:3])[CH3:2]. Procedure: The title compound was prepared according to the procedure described for example K/step2 from 3-[4-(4-Acetyl-2-fluoro-phenyl)-piperazine-1-carbonyl]-4-morpholin-4-yl-benzoic acid and methylamine (43%, white solid, MS (m/e): 469.3 (M+H, 100%)